From a dataset of the Open Reaction Database (ORD), a public repository of structured organic reaction records. describe an organic reaction: reactants, conditions, products, and yield Reactants: [BH4-].[Na+] (sodium borohydride), CC(C)O (2-propanol), CS(=O)(=O)C1=CC=C(C=C1)S(=O)(=O)Cl (4-(methylsulfonyl)benzenesulfonyl chloride), C(=O)C1=CNC2=C(C=CC=C12)[N+](=O)[O-] (3-formyl-7-nitro-1H-indole). Reagents/catalysts: [C].[Pd] (palladium-carbon). Solvent: O (water). Product: CC1=CNC2=C(C=CC=C12)NS(=O)(=O)C1=CC=C(C=C1)S(=O)(=O)C (N-(3-Methyl-1H-indole-7-yl)-4-(methylsulfonyl)benzenesulfonamide). Yield: 61.0%. Reaction SMILES: [BH4-].[Na+].CC(O)C.[CH:7]([C:9]1[C:17]2[C:12](=[C:13]([N+:18]([O-])=O)[CH:14]=[CH:15][CH:16]=2)[NH:11][CH:10]=1)=O.[CH3:21][S:22]([C:25]1[CH:30]=[CH:29][C:28]([S:31](Cl)(=[O:33])=[O:32])=[CH:27][CH:26]=1)(=[O:24])=[O:23]>[C].[Pd].O>[CH3:7][C:9]1[C:17]2[C:12](=[C:13]([NH:18][S:31]([C:28]3[CH:27]=[CH:26][C:25]([S:22]([CH3:21])(=[O:24])=[O:23])=[CH:30][CH:29]=3)(=[O:33])=[O:32])[CH:14]=[CH:15][CH:16]=2)[NH:11][CH:10]=1 |f:0.1,5.6|. Reported procedure: 580 mg (15.3 mmol) of sodium borohydride and 150 mg of 10% palladium-carbon were added to a 2-propanol suspension (25 ml) containing 300 mg (1.58 mmol) of 3-formyl-7-nitro-1H-indole, followed by refluxing for 6 hours. After water was added to the reaction system, the catalyst was filtered off. The filtrate was extracted with ethyl acetate, and the extract was washed with brine and then dried over magnesium sulfate. The solvent was evaporated, and the residue was dissolved in 5 ml of pyridine. Th...